Dataset: the Open Reaction Database (ORD), a public repository of structured organic reaction records. Task: describe an organic reaction: reactants, conditions, products, and yield Starting materials: C1CCOC1, COC(=O)c1cnc2ccc(CCN3CCN(C)CC3)cn12, CO, Cl, [Li+], [OH-]. Product: CN1CCN(CCc2ccc3ncc(C(=O)O)n3c2)CC1. RXN SMILES: [CH2:26]1[O:27][CH2:28][CH2:29][CH2:30]1.[CH3:1][N:2]1[CH2:3][CH2:4][N:5]([CH2:8][CH2:9][c:10]2[cH:11][cH:12][c:13]3[n:14]([cH:15]2)[c:16]([C:19](=[O:20])[O:21][CH3:22])[cH:17][n:18]3)[CH2:6][CH2:7]1.[CH3:31][OH:32].[ClH:25].[Li+:24].[OH-:23]>>[CH3:1][N:2]1[CH2:3][CH2:4][N:5]([CH2:8][CH2:9][c:10]2[cH:11][cH:12][c:13]3[n:14]([cH:15]2)[c:16]([C:19](=[O:20])[OH:21])[cH:17][n:18]3)[CH2:6][CH2:7]1. The reactants are ClC1=NC=NC2=CC(=C(C=C12)OC)OCCCN1CCCCC1 (4-chloro-6-methoxy-7-(3-piperidinopropoxy)quinazoline), C([O-])([O-])=O.[K+].[K+] (potassium carbonate), CC1=CNC2=CC=C(C=C12)O (3-methyl-5-hydroxyindole). The solvent is CC(=O)N(C)C (DMA). Run at temperature 100 celsius, time 3 hour. The product is COC=1C=C2C(=NC=NC2=CC1OCCCN1CCCCC1)OC=1C=C2C(=CNC2=CC1)C (6-methoxy-4-(3-methylindol-5-yloxy)-7-(3-piperidinopropoxy)quinazoline). Yield: 69.4%. Reaction SMILES: Cl[C:2]1[C:11]2[C:6](=[CH:7][C:8]([O:14][CH2:15][CH2:16][CH2:17][N:18]3[CH2:23][CH2:22][CH2:21][CH2:20][CH2:19]3)=[C:9]([O:12][CH3:13])[CH:10]=2)[N:5]=[CH:4][N:3]=1.C(=O)([O-])[O-].[K+].[K+].[CH3:30][C:31]1[C:39]2[C:34](=[CH:35][CH:36]=[C:37]([OH:40])[CH:38]=2)[NH:33][CH:32]=1>CC(N(C)C)=O>[CH3:13][O:12][C:9]1[CH:10]=[C:11]2[C:6](=[CH:7][C:8]=1[O:14][CH2:15][CH2:16][CH2:17][N:18]1[CH2:23][CH2:22][CH2:21][CH2:20][CH2:19]1)[N:5]=[CH:4][N:3]=[C:2]2[O:40][C:37]1[CH:38]=[C:39]2[C:34](=[CH:35][CH:36]=1)[NH:33][CH:32]=[C:31]2[CH3:30] |f:1.2.3|. Reported procedure: A mixture of 4-chloro-6-methoxy-7-(3-piperidinopropoxy)quinazoline (168 mg, 0.5 mmol), (prepared as described for the starting material in Example 67), potassium carbonate (207 mg, 1.5 mmol), 3-methyl-5-hydroxyindole (88 mg, 0.6 mmol), (Can. J. Chem. 1964, 42, 514), and DMA (2.0 ml) was purged with nitrogen for 5 minutes at 25° C. This mixture was then stirred at 100° C. for 3 hours then allowed to cool to ambient temperature, was filtered and the filtrate evaporated under vacuum. The residue wa... The reactants are Cl(=O)(=O)(=O)[O-].C1(=CC=CC=C1)C1=[S+]C=CC(=C1)C1=CC=CC=C1 (2,4-diphenylthiopyrylium perchlorate), NC1=CC=CC=C1 (aniline). The solvent is C(C)O (ethanol). Reaction conditions: time 2 hour. Product: Cl(=O)(=O)(=O)[O-].NC1=CC=C(C=C1)C1=[S+]C(=CC(=C1)C1=CC=CC=C1)C1=CC=CC=C1 (2-(4-aminophenyl)-4,6-diphenylthiopyrylium perchlorate). Isolated yield 52.0%. As a reaction SMILES: [Cl:1]([O-:5])(=[O:4])(=[O:3])=[O:2].[C:6]1([C:12]2[CH:17]=[C:16]([C:18]3[CH:23]=[CH:22][CH:21]=[CH:20][CH:19]=3)[CH:15]=[CH:14][S+:13]=2)[CH:11]=[CH:10][CH:9]=[CH:8][CH:7]=1.[NH2:24][C:25]1[CH:30]=[CH:29][CH:28]=[CH:27][CH:26]=1>C(O)C>[Cl:1]([O-:5])(=[O:4])(=[O:3])=[O:2].[NH2:24][C:25]1[CH:30]=[CH:29][C:28]([C:14]2[CH:15]=[C:16]([C:18]3[CH:23]=[CH:22][CH:21]=[CH:20][CH:19]=3)[CH:17]=[C:12]([C:6]3[CH:7]=[CH:8][CH:9]=[CH:10][CH:11]=3)[S+:13]=2)=[CH:27][CH:26]=1 |f:0.1,4.5|. Procedure: 2,4-diphenylthiopyrylium perchlorate (1 g, 2.87 mmole) and aniline (0.54 g, 5.74 mmole) were heated in 10 ml of ethanol at 40° to 45° C. The reaction mixture was immediately colored deep blue. After stirring was continued for two hours, the reaction mixture was allowed to stand at room temperature to give blue needles of 2-(4-aminophenyl)-4,6-diphenylthiopyrylium perchlorate. This compound was recrystallized from a mixture of ethanol-chloroform. Starting materials: Cl (hydrogen chloride), COC=1C=C2CCC(CC2=CC1)=O (6-methoxy-2-tetralone), C1(CCCCC1)N (cyclohexylamine), [H][H] (hydrogen). The reagents and catalysts are [Pt]=O (platinum oxide). Solvent: C(C)O (ethanol), CC(=O)C (acetone), C(C)O (ethanol). Yields the product Cl.C1(CCCCC1)NC1CC2=CC=C(C=C2CC1)OC (N-cyclohexyl-6-methoxy-1,2,3,4-tetrahydro-2-naphthylamine hydrochloride). RXN SMILES: [CH3:1][O:2][C:3]1[CH:4]=[C:5]2[C:10](=[CH:11][CH:12]=1)[CH2:9][C:8](=O)[CH2:7][CH2:6]2.[CH:14]1([NH2:20])[CH2:19][CH2:18][CH2:17][CH2:16][CH2:15]1.[H][H].[ClH:23]>CC(C)=O.[Pt]=O.C(O)C>[ClH:23].[CH:14]1([NH:20][CH:8]2[CH2:7][CH2:6][C:5]3[C:10](=[CH:11][CH:12]=[C:3]([O:2][CH3:1])[CH:4]=3)[CH2:9]2)[CH2:19][CH2:18][CH2:17][CH2:16][CH2:15]1 |f:7.8|. Reported procedure: A mixture of 5.3 g of 6-methoxy-2-tetralone, 3 g of cyclohexylamine and 70 ml of absolute ethanol was heated for 7 hours at reflux. To the mixture was added 0.3 g of platinum oxide, and a catalytic reduction was conducted in the presence of hydrogen. After absorption of hydrogen gas was completed, the platinum oxide catalyst in the reaction solution was removed by filtration and the filtrate was concentrated under reduced pressure to obtain a residue. Then, an ethanol solution saturated with hyd... Reactants: C(=O)(OC)C=1C=C(C=CC1)C1=CC=C(C=C1)CN1C(=NC(=C1CO)Cl)CCCC (1-[(3'-carbomethoxybiphenyl-4-yl)methyl]-2-butyl-4-chloro-5-hydroxymethylimidazole). Run in C(C)O (ethanol), [OH-].[Na+] (sodium hydroxide). Product: C(=O)(O)C=1C=C(C=CC1)C1=CC=C(C=C1)CN1C(=NC(=C1CO)Cl)CCCC (1-[(3'-carboxybiphenyl-4-yl)methyl]-2-butyl-4-chloro-5-hydroxymethylimidazole). Yield: 82.8%. As a reaction SMILES: [C:1]([C:5]1[CH:6]=[C:7]([C:11]2[CH:16]=[CH:15][C:14]([CH2:17][N:18]3[C:22]([CH2:23][OH:24])=[C:21]([Cl:25])[N:20]=[C:19]3[CH2:26][CH2:27][CH2:28][CH3:29])=[CH:13][CH:12]=2)[CH:8]=[CH:9][CH:10]=1)([O:3]C)=[O:2]>C(O)C.[OH-].[Na+]>[C:1]([C:5]1[CH:6]=[C:7]([C:11]2[CH:16]=[CH:15][C:14]([CH2:17][N:18]3[C:22]([CH2:23][OH:24])=[C:21]([Cl:25])[N:20]=[C:19]3[CH2:26][CH2:27][CH2:28][CH3:29])=[CH:13][CH:12]=2)[CH:8]=[CH:9][CH:10]=1)([OH:3])=[O:2] |f:2.3|. Procedure: A solution of 0.30 g of 1-[(3'-carbomethoxybiphenyl-4-yl)methyl]-2-butyl-4-chloro-5-hydroxymethylimidazole in 16 mL of ethanol and 8 mL of 10% aqueous sodium hydroxide was refluxed for 5 hours. After cooling, the reaction mixture was filtered, and the solvent was removed in vacuo. The residue was dissolved in water, and the solution was acidified to pH 3.5 using hydrochloric acid. The precipitated solid was recovered by filtration and recrystallized from aqueous ethanol to furnish 0.24 g of 1-[(...